Dataset: the Open Reaction Database (ORD), a public repository of structured organic reaction records. Task: describe an organic reaction: reactants, conditions, products, and yield The reactants are CC(=O)O[BH-](OC(C)=O)OC(C)=O, CCc1nc2ccccc2n1-c1nc(N2CCOCC2)c2nc(C=O)n(C)c2n1, CO, O=C1CN(C2CNC2)CCN1, [Na+]. The product is CCc1nc2ccccc2n1-c1nc(N2CCOCC2)c2nc(CN3CC(N4CCNC(=O)C4)C3)n(C)c2n1. RXN SMILES: [C:41]([O:42][BH-:43]([O:44][C:45](=[O:46])[CH3:47])[O:48][C:49](=[O:50])[CH3:51])(=[O:52])[CH3:53].[CH2:1]([CH3:2])[c:3]1[n:4][c:5]2[c:6]([n:7]1-[c:8]1[n:9][c:10]([N:20]3[CH2:21][CH2:22][O:23][CH2:24][CH2:25]3)[c:11]3[n:12][c:13]([CH:18]=[O:19])[n:14]([CH3:17])[c:15]3[n:16]1)[cH:26][cH:27][cH:28][cH:29]2.[CH3:55][OH:56].[NH:30]1[CH2:31][CH:32]([N:34]2[CH2:35][C:36](=[O:40])[NH:37][CH2:38][CH2:39]2)[CH2:33]1.[Na+:54]>>[CH2:1]([CH3:2])[c:3]1[n:4][c:5]2[c:6]([n:7]1-[c:8]1[n:9][c:10]([N:20]3[CH2:21][CH2:22][O:23][CH2:24][CH2:25]3)[c:11]3[n:12][c:13]([CH2:18][N:30]4[CH2:31][CH:32]([N:34]5[CH2:35][C:36](=[O:40])[NH:37][CH2:38][CH2:39]5)[CH2:33]4)[n:14]([CH3:17])[c:15]3[n:16]1)[cH:26][cH:27][cH:28][cH:29]2. Reactants: BrC=1N=C(C(=NC1)N)C=1N(C2=C(C=NC=C2)N1)CC (5-bromo-3-(1-ethyl-1H-imidazo[4,5-c]pyridin-2-yl)pyrazin-2-amine), C(C)(=O)[O-] (acetate), C(=O)([O-])[O-].[K+].[K+] (K2CO3). Reagents/catalysts: Cl[Pd]([P](C1=CC=CC=C1)(C2=CC=CC=C2)C3=CC=CC=C3)([P](C4=CC=CC=C4)(C5=CC=CC=C5)C6=CC=CC=C6)Cl (Pd(PPh3)2Cl2). The solvent is CN(C=O)C (N,N-dimethylformamide). Reaction conditions: temperature 200 celsius, time 8 minute. Yields the product NC=1N=CC(=NC1C=1N(C2=C(C=NC=C2)N1)CC)C1=CC=C(OCC(=O)O)C=C1 ({4-[5-amino-6-(1-ethyl-1-H-imidazo[4,5-c]pyridin-2-yl)pyrazin-2-yl]phenoxy}acetic acid). Yield: 19.5%. RXN SMILES: Br[C:2]1[N:3]=[C:4]([C:9]2[N:10]([CH2:18][CH3:19])[C:11]3[CH:16]=[CH:15][N:14]=[CH:13][C:12]=3[N:17]=2)[C:5]([NH2:8])=[N:6][CH:7]=1.[C:20]([O-:23])(=[O:22])[CH3:21].[C:24]([O-:27])([O-])=O.[K+].[K+]>CN(C)C=O.Cl[Pd](Cl)([P](C1C=CC=CC=1)(C1C=CC=CC=1)C1C=CC=CC=1)[P](C1C=CC=CC=1)(C1C=CC=CC=1)C1C=CC=CC=1>[NH2:8][C:5]1[N:6]=[CH:7][C:2]([C:11]2[CH:16]=[CH:15][C:24]([O:27][CH2:21][C:20]([OH:23])=[O:22])=[CH:13][CH:12]=2)=[N:3][C:4]=1[C:9]1[N:10]([CH2:18][CH3:19])[C:11]2[CH:16]=[CH:15][N:14]=[CH:13][C:12]=2[N:17]=1 |f:2.3.4,^1:37,56|. Reported procedure: 5-bromo-3-(1-ethyl-1H-imidazo[4,5-c]pyridin-2-yl)pyrazin-2-amine (0.032 g, 0.10 mmol) (made in example 2), tert-butyl[4,4,5,5-tetramethyl-1,3,2-dioxaboralan-2-yl)phenoxy]acetate (0.067 g, 0.20 mmol), Pd(PPh3)2Cl2 (0.0035 g, 0.005 mmol) and K2CO3 (0.050 g, 0.36 mmol) were combined in 0.5 mL of N,N-dimethylformamide and heated to 200° C. in the SmithSynthesizer microwave for 8 minutes and then for a further 8 minutes at 250° C. The reaction mixture was concentrated in vacuo and the residue purifie...